Task: describe an organic reaction: reactants, conditions, products, and yield. Dataset: the Open Reaction Database (ORD), a public repository of structured organic reaction records Reactants: Fc1ccc(Nc2ncnc3sc4c(c23)CCc2nn(CCBr)cc2-4)cc1Cl, CN1CCNCC1, [I-], [Na+], [Na+], [Na+], O=C([O-])[O-], CN(C)C=O. Product: CN1CCN(CCn2cc3c(n2)CCc2c-3sc3ncnc(Nc4ccc(F)c(Cl)c4)c23)CC1. As a reaction SMILES: [Br:1][CH2:2][CH2:3][n:4]1[n:5][c:6]2[c:11]([cH:12]1)-[c:10]1[c:9]([c:15]3[c:14]([s:13]1)[n:19][cH:18][n:17][c:16]3[NH:20][c:21]1[cH:22][c:23]([Cl:28])[c:24]([F:27])[cH:25][cH:26]1)[CH2:8][CH2:7]2.[CH3:29][N:30]1[CH2:31][CH2:32][NH:33][CH2:34][CH2:35]1.[I-:37].[Na+:36].[Na+:38].[Na+:39].[O-:40][C:41](=[O:42])[O-:43].[O:44]=[CH:45][N:46]([CH3:47])[CH3:48]>>[CH2:2]([CH2:3][n:4]1[n:5][c:6]2[c:11]([cH:12]1)-[c:10]1[c:9]([c:15]3[c:14]([s:13]1)[n:19][cH:18][n:17][c:16]3[NH:20][c:21]1[cH:22][c:23]([Cl:28])[c:24]([F:27])[cH:25][cH:26]1)[CH2:8][CH2:7]2)[N:33]1[CH2:32][CH2:31][N:30]([CH3:29])[CH2:35][CH2:34]1. Starting materials: CCCOc1cccc2cc(OB([O-])[O-])oc12, CN(Cc1ccc(NC(=O)C2=Cc3cc(Br)ccc3S(=O)(=O)CC2)cc1)C1CCOCC1, O=C([O-])[O-], CCO, Cc1ccccc1, [K+], [K+], O. Product: CCCOc1cccc2cc(-c3ccc4c(c3)C=C(C(=O)Nc3ccc(CN(C)C5CCOCC5)cc3)CCS4(=O)=O)oc12. Reaction SMILES: [B:4]([O-:5])([O-:19])[O:20][c:6]1[o:7][c:8]2[c:9]([cH:10]1)[cH:11][cH:12][cH:13][c:14]2[O:15][CH2:16][CH2:17][CH3:18].[Br:21][c:22]1[cH:23][cH:24][c:25]2[c:26]([cH:52]1)[CH:27]=[C:28]([C:34](=[O:35])[NH:36][c:37]1[cH:38][cH:39][c:40]([CH2:43][N:44]([CH:45]3[CH2:46][CH2:47][O:48][CH2:49][CH2:50]3)[CH3:51])[cH:41][cH:42]1)[CH2:29][CH2:30][S:31]2(=[O:32])=[O:33].[C:53](=[O:54])([O-:55])[O-:56].[CH3:1][CH2:2][OH:3].[CH3:59][c:60]1[cH:61][cH:62][cH:63][cH:64][cH:65]1.[K+:57].[K+:58].[OH2:66]>>[c:6]1(-[c:22]2[cH:23][cH:24][c:25]3[c:26]([cH:52]2)[CH:27]=[C:28]([C:34](=[O:35])[NH:36][c:37]2[cH:38][cH:39][c:40]([CH2:43][N:44]([CH:45]4[CH2:46][CH2:47][O:48][CH2:49][CH2:50]4)[CH3:51])[cH:41][cH:42]2)[CH2:29][CH2:30][S:31]3(=[O:32])=[O:33])[o:7][c:8]2[c:9]([cH:10]1)[cH:11][cH:12][cH:13][c:14]2[O:15][CH2:16][CH2:17][CH3:18]. Reactants: C(C)C1C(CC(C(C(OC(C2CCCCN2C(C(C2(C(CC(C(C(CC(CC(=C1)C)C)OC)O2)OC)C)O)=O)=O)=O)C(=CC2CC(C(CC2)(CCC(O)C2=CC=CC=C2)O[Si](CC)(CC)CC)OC)C)C)O[Si](C)(C)C(C)(C)C)=O (17-ethyl-1-hydroxy-12-[2'-(4"-triethylsilyloxy-4"-[3-phenyl-3-hydroxypropyl]-3"-methoxycyclohexyl)-1'-methylvinyl]-14-t-butyl-dimethylsilyloxy-23,25-dimethoxy-13,19,21,27-tetramethyl-11,28-dioxa-4-azatricyclo[22.3.1.04,9 ]octacos-18-ene-2,3,10,16-tetraone), CC(=O)[O-].[Na+] (NaOAc), C=1C=C[NH+]=CC1.[O-][Cr](=O)(=O)Cl (PCC), CC(=O)C (acetone). Solvent: C(Cl)Cl (CH2Cl2), CCCCCC (hexane), C(C)OCC (diethyl ether). Reaction conditions: time 1 hour. The product is C(C)C1C(CC(C(C(OC(C2CCCCN2C(C(C2(C(CC(C(C(CC(CC(=C1)C)C)OC)O2)OC)C)O)=O)=O)=O)C(=CC2CC(C(CC2)(CCC(=O)C2=CC=CC=C2)O[Si](CC)(CC)CC)OC)C)C)O[Si](C)(C)C(C)(C)C)=O (17-Ethyl-1-hydroxy-12-[2'-(4"-triethylsilyloxy-4"-[3-phenyl-3oxopropyl]-3"-methoxycyclohexyl)-1'-methylvinyl]-14-t-butyldimethylsilyloxy-23,25-dimethoxy-13,19,21,27-tetramethyl-11,28-dioxa-4-azatricyclo[22.3.1.04,9 ]octacos-18-ene-2,3,10,16-tetraone). Yield: 57.8%. RXN SMILES: [CH2:1]([CH:3]1[CH:29]=[C:28]([CH3:30])[CH2:27][CH:26]([CH3:31])[CH2:25][CH:24]([O:32][CH3:33])[CH:23]2[O:34][C:19]([OH:38])([CH:20]([CH3:37])[CH2:21][CH:22]2[O:35][CH3:36])[C:18](=[O:39])[C:17](=[O:40])[N:16]2[CH:11]([CH2:12][CH2:13][CH2:14][CH2:15]2)[C:10](=[O:41])[O:9][CH:8]([C:42]([CH3:70])=[CH:43][CH:44]2[CH2:49][CH2:48][C:47]([O:60][Si:61]([CH2:66][CH3:67])([CH2:64][CH3:65])[CH2:62][CH3:63])([CH2:50][CH2:51][CH:52]([C:54]3[CH:59]=[CH:58][CH:57]=[CH:56][CH:55]=3)[OH:53])[CH:46]([O:68][CH3:69])[CH2:45]2)[CH:7]([CH3:71])[CH:6]([O:72][Si:73]([C:76]([CH3:79])([CH3:78])[CH3:77])([CH3:75])[CH3:74])[CH2:5][C:4]1=[O:80])[CH3:2].CC([O-])=O.[Na+].C1C=C[NH+]=CC=1.[O-][Cr](Cl)(=O)=O.CC(C)=O>C(Cl)Cl.C(OCC)C.CCCCCC>[CH2:1]([CH:3]1[CH:29]=[C:28]([CH3:30])[CH2:27][CH:26]([CH3:31])[CH2:25][CH:24]([O:32][CH3:33])[CH:23]2[O:34][C:19]([OH:38])([CH:20]([CH3:37])[CH2:21][CH:22]2[O:35][CH3:36])[C:18](=[O:39])[C:17](=[O:40])[N:16]2[CH:11]([CH2:12][CH2:13][CH2:14][CH2:15]2)[C:10](=[O:41])[O:9][CH:8]([C:42]([CH3:70])=[CH:43][CH:44]2[CH2:49][CH2:48][C:47]([O:60][Si:61]([CH2:66][CH3:67])([CH2:62][CH3:63])[CH2:64][CH3:65])([CH2:50][CH2:51][C:52]([C:54]3[CH:59]=[CH:58][CH:57]=[CH:56][CH:55]=3)=[O:53])[CH:46]([O:68][CH3:69])[CH2:45]2)[CH:7]([CH3:71])[CH:6]([O:72][Si:73]([C:76]([CH3:77])([CH3:79])[CH3:78])([CH3:74])[CH3:75])[CH2:5][C:4]1=[O:80])[CH3:2] |f:1.2,3.4|. Procedure: To a solution of 17-ethyl-1-hydroxy-12-[2'-(4"-triethylsilyloxy-4"-[3-phenyl-3-hydroxypropyl]-3"-methoxycyclohexyl)-1'-methylvinyl]-14-t-butyl-dimethylsilyloxy-23,25-dimethoxy-13,19,21,27-tetramethyl-11,28-dioxa-4-azatricyclo[22.3.1.04,9 ]octacos-18-ene-2,3,10,16-tetraone (10 mg, 0.009 mmole) in CH2Cl2 (2 mL) was added NaOAc (1.6 mg, 0.020 mmole) and PCC (3 mg, 0.014 mmole). The reaction mixture was then stirred 1 hour at room temperature when reaction was complete (TLC, silica, 1:4 acetone: hex... Starting materials: N(=C=O)C1=CC(=CC=C1)C(F)(F)F (1-isocyanato-3-(trifluoromethyl)benzene), CC1=C(C=C(N)C=C1)C1=CC=C2C3=C(NC2=C1)N=CN=C3 (4-methyl-3-(9H-pyrimido[4,5-b]indol-7-yl)aniline), CCN(C(C)C)C(C)C (DIPEA). Procedure details: To 1-isocyanato-3-(trifluoromethyl)benzene (8.7 μl, 0.062 mmol) was added a solution of 4-methyl-3-(9H-pyrimido[4,5-b]indol-7-yl)aniline (17.0 mg, 0.062 mmol) and DIPEA (16 μL, 0.089 mmol) in THF (0.4 mL). The reaction was stirred at ambient temperature until LCMS indicated complete reaction, typically 3-4 hours. The reaction mixture was diluted to a total of 2 mL with THF and MeOH and purified by preparative LCMS to recover the product as a TFA salt (16.7 mg, 46.9%). 1H NMR (400 MHz, CDCl3): δ ... As a reaction SMILES: [N:1]([C:4]1[CH:9]=[CH:8][CH:7]=[C:6]([C:10]([F:13])([F:12])[F:11])[CH:5]=1)=[C:2]=[O:3].[CH3:14][C:15]1[CH:21]=[CH:20][C:18]([NH2:19])=[CH:17][C:16]=1[C:22]1[CH:30]=[C:29]2[C:25]([C:26]3[CH:34]=[N:33][CH:32]=[N:31][C:27]=3[NH:28]2)=[CH:24][CH:23]=1.CCN(C(C)C)C(C)C>C1COCC1.CO>[CH3:14][C:15]1[CH:21]=[CH:20][C:18]([NH:19][C:2]([NH:1][C:4]2[CH:9]=[CH:8][CH:7]=[C:6]([C:10]([F:11])([F:12])[F:13])[CH:5]=2)=[O:3])=[CH:17][C:16]=1[C:22]1[CH:30]=[C:29]2[C:25]([C:26]3[CH:34]=[N:33][CH:32]=[N:31][C:27]=3[NH:28]2)=[CH:24][CH:23]=1. Product: CC1=C(C=C(C=C1)NC(=O)NC1=CC(=CC=C1)C(F)(F)F)C1=CC=C2C3=C(NC2=C1)N=CN=C3 (N-[4-Methyl-3-(9H-pyrimido[4,5-b]indol-7-yl)phenyl]-N′-[3-(trifluoromethyl)-phenyl]urea). Solvent: C1CCOC1 (THF), C1CCOC1 (THF), CO (MeOH). Starting materials: NC(C(=O)O)(C)C (2-amino-isobutyric acid), S(=O)(Cl)Cl (thionyl chloride), C(C)O (ethanol). Yields the product Cl.C(C)OC(C(C)(C)N)=O (ethyl-2-amino-2-methylpropanoate hydrochloride salt). The yield is 86.3%. As a reaction SMILES: [NH2:1][C:2]([CH3:7])([CH3:6])[C:3]([OH:5])=[O:4].S(Cl)([Cl:10])=O.[CH2:12](O)[CH3:13]>>[ClH:10].[CH2:12]([O:4][C:3](=[O:5])[C:2]([NH2:1])([CH3:7])[CH3:6])[CH3:13] |f:3.4|. Reported procedure: This was synthesised according to Standard Procedure 1, using 2-amino-isobutyric acid (5.102 g, 48.49 mmol) with thionyl chloride (11.772 g, 98.95 mmol, 7.2 mL) and anhydrous ethanol (29 mL). The product was isolated as a white solid (7.159 g, yield 86.3%). Starting materials: ClC1=C(C=2[C@H]3C4=CC=CC=C4[C@H](C2C=C1)C3)C(=O)O ((9R,10R)-2-chloro-9,10-dihydro-9,10-methanoanthracenecarboxylic acid), CN(S(=O)(=O)C1=C(C=C(C=C1)OC)CC1CCNCC1)C (4-(2-dimethylsulfamoyl-5-methoxyphenylmethyl) piperidine). Yields the product ClC1=CC=2[C@@]3(C4=CC=CC=C4[C@H](C2C=C1)C3)CN3CCC(CC3)CC3=C(C=CC(=C3)OC)S(N(C)C)(=O)=O (1-((9R,10R)-2-Chloro-9,10-dihydro-9,10-methanoanthracen-9-ylmethyl)-4(2-dimethylsulfamoyl-5-methoxyphenylmethyl)piperidine), solid. The yield is 57.0%. RXN SMILES: [Cl:1][C:2]1[CH:15]=[CH:14][C:13]2[C@@H:12]3[CH2:16][C@H:5]([C:6]4[C:11]3=[CH:10][CH:9]=[CH:8][CH:7]=4)[C:4]=2[C:3]=1[C:17](O)=O.[CH3:20][N:21]([CH3:40])[S:22]([C:25]1[CH:30]=[CH:29][C:28]([O:31][CH3:32])=[CH:27][C:26]=1[CH2:33][CH:34]1[CH2:39][CH2:38][NH:37][CH2:36][CH2:35]1)(=[O:24])=[O:23]>>[Cl:1][C:2]1[CH:15]=[CH:14][C:13]2[C@@H:12]3[CH2:16][C@@:5]([CH2:4][N:37]4[CH2:38][CH2:39][CH:34]([CH2:33][C:26]5[CH:27]=[C:28]([O:31][CH3:32])[CH:29]=[CH:30][C:25]=5[S:22](=[O:24])(=[O:23])[N:21]([CH3:20])[CH3:40])[CH2:35][CH2:36]4)([C:6]4[C:11]3=[CH:10][CH:9]=[CH:8][CH:7]=4)[C:17]=2[CH:3]=1. Procedure details: Using a procedure similar to that described in Example 55a, except starting with (9R,10R)-2-chloro-9,10-dihydro-9,10-methanoanthracenecarboxylic acid, prepared as described in Example 2a, and 4-(2-dimethylsulfamoyl-5-methoxyphenylmethyl) piperidine, prepared as described in Example 58e, the title compound was obtained as a white solid (617 mg, 1.09 mmol, 57%) Reactants: CN(C)C=O, ClCCl, O=C(O)C1(c2ccc3c(c2)OCO3)CC1, O=S(Cl)Cl. Yields the product O=C(Cl)C1(c2ccc3c(c2)OCO3)CC1. RXN SMILES: [CH3:23][N:24]([CH3:25])[CH:26]=[O:27].[Cl:16][CH2:17][Cl:18].[O:1]1[CH2:2][O:3][c:4]2[c:5]1[cH:6][cH:7][c:8]([C:10]1([C:13](=[O:14])[OH:15])[CH2:11][CH2:12]1)[cH:9]2.[S:19]([Cl:20])([Cl:21])=[O:22]>>[O:1]1[CH2:2][O:3][c:4]2[c:5]1[cH:6][cH:7][c:8]([C:10]1([C:13](=[O:15])[Cl:16])[CH2:11][CH2:12]1)[cH:9]2. Reactants: CCOC(=O)C(C)(C)Oc1cccc(CCN)c1, O=C(O)c1cnc(-c2ccc(C(F)(F)F)cc2)nc1C1CC1. The product is CCOC(=O)C(C)(C)Oc1cccc(CCNC(=O)c2cnc(-c3ccc(C(F)(F)F)cc3)nc2C2CC2)c1. Reaction SMILES: [CH2:1]([CH3:2])[O:3][C:4]([C:5]([CH3:6])([CH3:7])[O:8][c:9]1[cH:10][c:11]([CH2:15][CH2:16][NH2:17])[cH:12][cH:13][cH:14]1)=[O:18].[CH:19]1([c:22]2[n:23][c:24](-[c:31]3[cH:32][cH:33][c:34]([C:37]([F:38])([F:39])[F:40])[cH:35][cH:36]3)[n:25][cH:26][c:27]2[C:28](=[O:29])[OH:30])[CH2:20][CH2:21]1>>[CH2:1]([CH3:2])[O:3][C:4]([C:5]([CH3:6])([CH3:7])[O:8][c:9]1[cH:10][c:11]([CH2:15][CH2:16][NH:17][C:28]([c:27]2[c:22]([CH:19]3[CH2:20][CH2:21]3)[n:23][c:24](-[c:31]3[cH:32][cH:33][c:34]([C:37]([F:38])([F:39])[F:40])[cH:35][cH:36]3)[n:25][cH:26]2)=[O:29])[cH:12][cH:13][cH:14]1)=[O:18]. Starting materials: C1(CC1)N1C(C=2N(C(=NC(C2O)=O)CC2(CCCC2)C2=CC=CC=C2)CC1)=O (2-cyclopropyl-9-hydroxy-6-(1-phenyl-cyclopentylmethyl)-3,4-dihydro-2H-pyrazino[1,2-c]pyrimidine-1,8-dione), C(C1=CC=CC=C1)OC1=C2N(C(=NC1=O)CC1(CCCC1)C1=CC=CC=C1)CCN(C2=O)C2CCC2 (9-benzyloxy-2-cyclobutyl-6-(1-phenyl-cyclopentylmethyl)-3,4-dihydro-2H-pyrazino[1,2-c]pyrimidine-1,8-dione). Product: C1(CCC1)N1C(C=2N(C(=NC(C2O)=O)CC2(CCCC2)C2=CC=CC=C2)CC1)=O (2-Cyclobutyl-9-hydroxy-6-(1-phenyl-cyclopentylmethyl)-3,4-dihydro-2H-pyrazino[1,2-c]pyrimidine-1,8-dione). Yield: 42.1%. As a reaction SMILES: C1(N2CCN3C(CC4(C5C=CC=CC=5)CCCC4)=NC(=O)C(O)=C3C2=O)CC1.C([O:36][C:37]1[C:42](=[O:43])[N:41]=[C:40]([CH2:44][C:45]2([C:50]3[CH:55]=[CH:54][CH:53]=[CH:52][CH:51]=3)[CH2:49][CH2:48][CH2:47][CH2:46]2)[N:39]2[CH2:56][CH2:57][N:58]([CH:61]3[CH2:64][CH2:63][CH2:62]3)[C:59](=[O:60])[C:38]=12)C1C=CC=CC=1>>[CH:61]1([N:58]2[CH2:57][CH2:56][N:39]3[C:40]([CH2:44][C:45]4([C:50]5[CH:51]=[CH:52][CH:53]=[CH:54][CH:55]=5)[CH2:49][CH2:48][CH2:47][CH2:46]4)=[N:41][C:42](=[O:43])[C:37]([OH:36])=[C:38]3[C:59]2=[O:60])[CH2:62][CH2:63][CH2:64]1. Reported procedure: This compound was prepared following the same method as described for 2-cyclopropyl-9-hydroxy-6-(1-phenyl-cyclopentylmethyl)-3,4-dihydro-2H-pyrazino[1,2-c]pyrimidine-1,8-dione (287) from 9-benzyloxy-2-cyclobutyl-6-(1-phenyl-cyclopentylmethyl)-3,4-dihydro-2H-pyrazino[1,2-c]pyrimidine-1,8-dione (294) (140 mg, 0.29 mmol). The product was obtained as a white solid (48 mg, 42.14%).